This data is from the Open Reaction Database (ORD), a public repository of structured organic reaction records. The task is: describe an organic reaction: reactants, conditions, products, and yield Reactants: FC1=C(N)C=C(C(=C1)I)F (2,5-difluoro-4-iodoaniline), CS(=O)(=O)Cl (methanesulfonyl chloride), N1=CC=CC=C1 (pyridine), Cl (HCl). The solvent is C(Cl)Cl (DCM), CCOC(=O)C (EtOAc). Reaction conditions: time 24 hour. Product: FC1=C(C=C(C(=C1)I)F)NS(=O)(=O)C (N-(2,5-Difluoro-4-iodophenyl)methanesulfonamide). The yield is 86.7%. RXN SMILES: [F:1][C:2]1[CH:8]=[C:7]([I:9])[C:6]([F:10])=[CH:5][C:3]=1[NH2:4].[CH3:11][S:12](Cl)(=[O:14])=[O:13].N1C=CC=CC=1.Cl>C(Cl)Cl.CCOC(C)=O>[F:1][C:2]1[CH:8]=[C:7]([I:9])[C:6]([F:10])=[CH:5][C:3]=1[NH:4][S:12]([CH3:11])(=[O:14])=[O:13]. Procedure details: To a solution of 2,5-difluoro-4-iodoaniline (5.3 g, 19.4 mmol, Can. J. Chem., 2000(78), 1081-1088) in DCM(50 ml) was added methanesulfonyl chloride (1.65 ml, 21.3 mmol) and pyridine (4.7 ml, 58.2 mmol) at 0° C. The mixture was stirred for 24 hours at room temperature. The mixture was partitionedbetween EtOAc and 2 M HCl aqueous solution. The organic layer was separated and washed with 2 M aqueous HCl solution and brine, dried over sodium sulfate and concentrated in vacuo. The crude puroduct was ... Reactants: [Na] (sodium), C(#N)C1=CC=NC=C1 (4-cyanopyridine), C(C1=CC=CC=C1)(=O)C1=CC=CC=C1 (benzophenone), C=1(C(=CC=CC1)C)C (xylene). The solvent is O (water). Conditions: time 3 hour. Product: N1=CC=C(C=C1)C(O)(C1=CC=CC=C1)C1=CC=CC=C1 (4-Pyridyl diphenyl carbinol). The yield is 70.0%. Reaction SMILES: C([C:3]1[CH:8]=[CH:7][N:6]=[CH:5][CH:4]=1)#N.[C:9]([C:17]1[CH:22]=[CH:21][CH:20]=[CH:19][CH:18]=1)(=[O:16])[C:10]1[CH:15]=[CH:14][CH:13]=[CH:12][CH:11]=1.C1(C)C(C)=CC=CC=1.[Na]>O>[N:6]1[CH:7]=[CH:8][C:3]([C:9]([C:17]2[CH:22]=[CH:21][CH:20]=[CH:19][CH:18]=2)([C:10]2[CH:15]=[CH:14][CH:13]=[CH:12][CH:11]=2)[OH:16])=[CH:4][CH:5]=1 |^1:30|. Procedure: To a 500 mL RB flask were charged 4-cyanopyridine (10.4 g, 0.1 mole) and benzophenone (18.2 g, 0.1 mole). To this, xylene (250 mL) and sodium metal (5.0 g, 0.22 mole) cut into small pieces were added. The flask was heated slowly and refluxed under an inert atmosphere (e.g. nitrogen) with magnetic stirring for 3 hours. The color of the reaction mixture changed from clear to dark blue to dark brown during this time. The reaction mixture was cooled to room temperature and water was carefully added ... Reactants: COC1=CC=C(C(=N1)C)C(CC)O (1-(6-methoxy-2-methyl-pyridin-3-yl)-propan-1-ol), CC(=O)OI1(C=2C=CC=CC2C(=O)O1)(OC(=O)C)OC(=O)C (Dess-Martin periodinane), C(=O)(O)[O-].[Na+] (NaHCO3). Solvent: C(Cl)Cl (DCM), C(Cl)Cl (DCM). Conditions: time 8 hour. Yields the product COC1=CC=C(C(=N1)C)C(CC)=O (1-(6-methoxy-2-methyl-pyridin-3-yl)-propan-1-one). Reaction SMILES: [CH3:1][O:2][C:3]1[N:8]=[C:7]([CH3:9])[C:6]([CH:10]([OH:13])[CH2:11][CH3:12])=[CH:5][CH:4]=1.CC(OI1(OC(C)=O)(OC(C)=O)OC(=O)C2C=CC=CC1=2)=O.C([O-])(O)=O.[Na+]>C(Cl)Cl>[CH3:1][O:2][C:3]1[N:8]=[C:7]([CH3:9])[C:6]([C:10](=[O:13])[CH2:11][CH3:12])=[CH:5][CH:4]=1 |f:2.3|. Reported procedure: A solution of 1-(6-methoxy-2-methyl-pyridin-3-yl)-propan-1-ol (1.15 g, 6.35 mmol) in DCM (20 ml) is treated with Dess-Martin periodinane (2.96 g, 6.98 mmol) and the resulting suspension stirred at RT overnight. The reaction mixture is diluted with DCM (80 ml) and sat NaHCO3 (50 ml) added. The organic layer is separated and washed with H2O (20 ml), brine (20 ml), dried (MgSO4) and concentrated in vacuo. The resulting residue is purified by chromatography on silica gel (2×70 ml) using 50% EtOAc/is... Reactants: Cl, NC(=O)c1ccccc1, O. The product is O=C(O)c1ccccc1. As a reaction SMILES: [ClH:1].[NH2:2][C:3](=[O:4])[c:5]1[cH:6][cH:7][cH:8][cH:9][cH:10]1.[OH2:11]>>[C:3]([OH:4])([c:5]1[cH:6][cH:7][cH:8][cH:9][cH:10]1)=[O:11]. Reactants: C(C)(=O)[O-].[Na+] (sodium acetate), P(=O)(Cl)(Cl)Cl (phosphorus oxychloride), CC(=O)[C@]1(CC[C@@H]2[C@@]1(CC[C@H]3[C@H]2CCC4=CC(=O)CC[C@]34C)C)O (17α-hydroxyprogesterone). Solvent: C(Cl)(Cl)Cl (chloroform), C(C)OCOCC (formaldehyde diethylacetal). Conditions: temperature 65 celsius, time 1 hour. Yields the product O[C@]1(C(C)=O)CC[C@H]2[C@@H]3CC(C4=CC(CC[C@]4(C)[C@H]3CC[C@]12C)=O)=C (17α-hydroxy-6-methylene-4-pregnene-3,20-dione). Yield: 81.2%. RXN SMILES: [C:1]([O-])(=O)C.[Na+].P(Cl)(Cl)(Cl)=O.[CH3:11][C:12]([C@:14]1([OH:34])[C@@:18]2([CH3:33])[CH2:19][CH2:20][C@@H:21]3[C@:31]4([CH3:32])[C:25](=[CH:26][C:27]([CH2:29][CH2:30]4)=[O:28])[CH2:24][CH2:23][C@H:22]3[C@@H:17]2[CH2:16][CH2:15]1)=[O:13]>C(Cl)(Cl)Cl.C(OCOCC)C>[OH:34][C@:14]1([C@:18]2([CH3:33])[C@H:17]([C@H:22]3[C@H:21]([CH2:20][CH2:19]2)[C@:31]2([CH3:32])[C:25](=[CH:26][C:27](=[O:28])[CH2:29][CH2:30]2)[C:24](=[CH2:1])[CH2:23]3)[CH2:16][CH2:15]1)[C:12](=[O:13])[CH3:11] |f:0.1|. Reported procedure: A suspension of 1.0 g of sodium acetate in 30 ml of chloroform, 30 ml of formaldehyde diethylacetal, and 3.8 ml of phosphorus oxychloride is agitated in a two-necked flask for 1 hour at a bath temperature of 65° C. and then combined with 1.0 g of 17α-hydroxyprogesterone. The mixture is stirred for 1.5 hours at 65° C., cooled to room temperature, and under vigorous agitation a saturated soda solution is added dropwise until alkaline reaction occurs. The organic phase is separated, washed neutral ... Starting materials: N1C[C@H](CCC1)C(=O)OC(C)(C)C ((S)-tert-butyl piperidine-3-carboxylate), BrC(C)C1=CC=CC=C1 ((1-bromoethyl)benzene). Solvent: ClCCl (dichloromethane). Run at time 3 hour. Product: C1(=CC=CC=C1)C(C)N1C[C@H](CCC1)C(=O)OC(C)(C)C ((3S)-tert-butyl 1-(1-phenylethyl)piperidine-3-carboxylate). Reaction SMILES: [NH:1]1[CH2:6][CH2:5][CH2:4][C@H:3]([C:7]([O:9][C:10]([CH3:13])([CH3:12])[CH3:11])=[O:8])[CH2:2]1.Br[CH:15]([C:17]1[CH:22]=[CH:21][CH:20]=[CH:19][CH:18]=1)[CH3:16]>ClCCl>[C:17]1([CH:15]([N:1]2[CH2:6][CH2:5][CH2:4][C@H:3]([C:7]([O:9][C:10]([CH3:13])([CH3:12])[CH3:11])=[O:8])[CH2:2]2)[CH3:16])[CH:22]=[CH:21][CH:20]=[CH:19][CH:18]=1. Procedure details: In a flask, dichloromethane (0.432 mL) was added to (S)-tert-butyl piperidine-3-carboxylate (0.020 g, 0.108 mmol). At 0° C., (1-bromoethyl)benzene (0.030 g, 0.162 mmol) was added to the reaction. The solution was allowed to stir from 0° C. to room temperature for 3 hrs. The reaction was quenched using water (1 mL) and extracted using dichloromethane (3×1 mL). The extractions were combined and dried using sodium sulfate. The extracts were concentrated in vacuo, and the crude product was progresse...